This data is from the Open Reaction Database (ORD), a public repository of structured organic reaction records. The task is: describe an organic reaction: reactants, conditions, products, and yield Reactants: [N+](=O)([O-])C1=C(C(=NC(=C1Cl)Cl)Cl)Cl (4-nitro-2,3,5,6-tetrachloropyridine), NCC1CCNCC1 (4-aminomethylpiperidine). Solvent: O1CCOCC1 (dioxane). Yields the product ClC1=NC(=C(C(=C1Cl)NCC1=CC=NC=C1)Cl)Cl (4-(2,3,5,6-tetrachloropyridin-4-ylaminomethyl)pyridine). Yield: 24.3%. As a reaction SMILES: [N+:1]([C:4]1[C:9]([Cl:10])=[C:8]([Cl:11])[N:7]=[C:6]([Cl:12])[C:5]=1[Cl:13])([O-])=O.N[CH2:15][CH:16]1[CH2:21][CH2:20][NH:19][CH2:18][CH2:17]1>O1CCOCC1>[Cl:11][C:8]1[C:9]([Cl:10])=[C:4]([NH:1][CH2:15][C:16]2[CH:21]=[CH:20][N:19]=[CH:18][CH:17]=2)[C:5]([Cl:13])=[C:6]([Cl:12])[N:7]=1. Procedure: 1 g 4-nitro-2,3,5,6-tetrachloropyridine, 0.65 g 4-aminomethylpiperidine and 20 ml absolute dioxane were stirred for 1 hour at room temperature. Subsequently the dioxane was removed by distillation, the residue was admixed with water, separated from undissolved material and the aqueous phase was extracted several times with dichloromethane. After drying and evaporating the solvent, the residue can be crystallized from a small amount of diethyl ether. 0.3 g 4-(2,3,5,6-tetrachloropyridin-4-ylaminom... The reactants are CCO, [Cl-], [Fe], CCOC(=O)C1CCN(c2ccc([N+](=O)[O-])cc2C#N)CC1, [NH4+], O. Product: CCOC(=O)C1CCN(c2ccc(N)cc2C#N)CC1. Reaction SMILES: [CH3:27][CH2:28][OH:29].[Cl-:1].[Fe:26].[N+:4]([O-:5])(=[O:6])[c:7]1[cH:8][c:9]([C:24]#[N:25])[c:10]([N:13]2[CH2:14][CH2:15][CH:16]([C:19](=[O:20])[O:21][CH2:22][CH3:23])[CH2:17][CH2:18]2)[cH:11][cH:12]1.[NH4+:2].[OH2:3]>>[NH2:4][c:7]1[cH:8][c:9]([C:24]#[N:25])[c:10]([N:13]2[CH2:14][CH2:15][CH:16]([C:19](=[O:20])[O:21][CH2:22][CH3:23])[CH2:17][CH2:18]2)[cH:11][cH:12]1. The reactants are c1ccc2c(c1)CCO2, O, O=C(NC(O)C(=O)O)c1ccccc1, O=S(=O)(O)O. Product: O=C(NC(C(=O)O)c1ccc2c(c1)CCO2)c1ccccc1. RXN SMILES: [O:1]1[CH2:2][CH2:3][c:4]2[c:5]1[cH:6][cH:7][cH:8][cH:9]2.[OH2:24].[OH:10][CH:11]([C:12](=[O:13])[OH:14])[NH:15][C:16](=[O:17])[c:18]1[cH:19][cH:20][cH:21][cH:22][cH:23]1.[S:25](=[O:26])(=[O:27])([OH:28])[OH:29]>>[O:1]1[CH2:2][CH2:3][c:4]2[c:5]1[cH:6][cH:7][c:8]([CH:11]([C:12](=[O:13])[OH:14])[NH:15][C:16](=[O:17])[c:18]1[cH:19][cH:20][cH:21][cH:22][cH:23]1)[cH:9]2. Reactants: COC1=C(C=CC=C1)C1=CC=C2C=NC(=NN21)NC2=C(C=C(C=C2)C2CCNCC2)OC ([7-(2-Methoxy-phenyl)-pyrrolo[2,1-f][1,2,4]triazin-2-yl]-(2-methoxy-4-piperidin-4-yl-phenyl)-amine), C(C)(C)(C)OC(=O)NC(C(=O)O)(C)C (2-tert-butoxycarbonylamino-2-methyl-propionic acid), Cl.CN(CCCN=C=NCC)C (N-(3-dimethylaminopropyl)-N′-ethylcarbodiimide hydrochloride), CN(C=O)C (N,N-dimethylformamide). The solvent is C(=O)(O)[O-].[Na+] (NaHCO3). Conditions: time 8 hour. Yields the product NC(C(=O)N1CCC(CC1)C1=CC(=C(C=C1)NC1=NN2C(C=N1)=CC=C2C2=C(C=CC=C2)OC)OC)(C)C (2-Amino-1-(4-{3-methoxy-4-[7-(2-methoxy-phenyl)-pyrrolo[2,1-f][1,2,4]triazin-2-ylamino]-phenyl}-piperidin-1-yl)-2-methyl-propan-1-one). Reaction SMILES: [CH3:1][O:2][C:3]1[CH:8]=[CH:7][CH:6]=[CH:5][C:4]=1[C:9]1[N:17]2[C:12]([CH:13]=[N:14][C:15]([NH:18][C:19]3[CH:24]=[CH:23][C:22]([CH:25]4[CH2:30][CH2:29][NH:28][CH2:27][CH2:26]4)=[CH:21][C:20]=3[O:31][CH3:32])=[N:16]2)=[CH:11][CH:10]=1.C(OC([NH:40][C:41]([CH3:46])([CH3:45])[C:42](O)=[O:43])=O)(C)(C)C.Cl.CN(C)CCCN=C=NCC.CN(C)C=O>C([O-])(O)=O.[Na+]>[NH2:40][C:41]([CH3:46])([CH3:45])[C:42]([N:28]1[CH2:29][CH2:30][CH:25]([C:22]2[CH:23]=[CH:24][C:19]([NH:18][C:15]3[N:14]=[CH:13][C:12]4=[CH:11][CH:10]=[C:9]([C:4]5[CH:5]=[CH:6][CH:7]=[CH:8][C:3]=5[O:2][CH3:1])[N:17]4[N:16]=3)=[C:20]([O:31][CH3:32])[CH:21]=2)[CH2:26][CH2:27]1)=[O:43] |f:2.3,5.6|. Reported procedure: [7-(2-Methoxy-phenyl)-pyrrolo[2,1-f][1,2,4]triazin-2-yl]-(2-methoxy-4-piperidin-4-yl-phenyl)-amine (80.00 mg, 0.186 mmol), 2-tert-butoxycarbonylamino-2-methyl-propionic acid (0.045 g, 0.22 mmol), N-(3-dimethylaminopropyl)-N′-ethylcarbodiimide hydrochloride (0.043 g, 0.22 mmol) and N,N-dimethylformamide (1.54 mL, 20.0 mmol) were combined in a round-bottom flask and stirred at room temperature overnight. The reaction mixture was diluted with saturated aqueous NaHCO3 and the resulting precipitate w... The reactants are CCOCC, Cc1c(C(=O)O)sc2cc(Cl)c(F)cc12, [Cu], c1ccc2ncccc2c1. Product: Cc1csc2cc(Cl)c(F)cc12. As a reaction SMILES: [CH3:26][CH2:27][O:28][CH2:29][CH3:30].[Cl:1][c:2]1[c:3]([F:15])[cH:4][c:5]2[c:6]([s:7][c:8]([C:11]([OH:12])=[O:13])[c:9]2[CH3:10])[cH:14]1.[Cu:31].[cH:16]1[cH:17][c:18]2[c:19]([n:20][cH:21][cH:22][cH:23]2)[cH:24][cH:25]1>>[Cl:1][c:2]1[c:3]([F:15])[cH:4][c:5]2[c:6]([s:7][cH:8][c:9]2[CH3:10])[cH:14]1. The reactants are [H-].[Na+] (sodium hydride), C(=O)OCC (ethyl formate), C(=O)OCC (ethyl formate), ethereal suspension, [H-].[Na+] (sodium hydride), C1COC(CCC(CCCCCCCCCCCCCC)=O)(OCC)O1 (ethyl γ-ketooctadecanoate ethylene ketal). Solvent: ethereal solution. The product is O=C(CC(C(=O)OCC)C=O)CCCCCCCCCCCCCC (ethyl γ-keto-α-formyloctadecanoate). Isolated yield 51.2%. As a reaction SMILES: [H-].[Na+].C1[O:28][C:6]([O:25][CH2:26][CH3:27])([CH2:7][CH2:8][C:9](=[O:24])[CH2:10][CH2:11][CH2:12][CH2:13][CH2:14][CH2:15][CH2:16][CH2:17][CH2:18][CH2:19][CH2:20][CH2:21][CH2:22][CH3:23])OC1.[CH:29](OCC)=[O:30]>>[O:24]=[C:9]([CH2:10][CH2:11][CH2:12][CH2:13][CH2:14][CH2:15][CH2:16][CH2:17][CH2:18][CH2:19][CH2:20][CH2:21][CH2:22][CH3:23])[CH2:8][CH:7]([CH:29]=[O:30])[C:6]([O:25][CH2:26][CH3:27])=[O:28] |f:0.1|. Reported procedure: To 20 ml of an ethereal suspension of 1.20 g (30 mmol) of 60% sodium hydride was added dropwise 20 ml of an ethereal solution of 7.42 g (20 mmol) of ethyl γ-ketooctadecanoate ethylene ketal prepared in Synthetic Example 3 and 1.93 g (26 mmol) of ethyl formate under stirring at room temperature. The mixture was stirred at room temperature for 18 hours. Then, 0.70 g (17 mmol) of 60% sodium hydride and 1.00 g (13 mmol) of ethyl formate were further added to the mixture and the whole was stirred at ...